This data is from the Open Reaction Database (ORD), a public repository of structured organic reaction records. The task is: describe an organic reaction: reactants, conditions, products, and yield The reactants are COCCCCCCCOC1CCC2(CC1)OCCO2, Cl, C1CCOC1. The product is COCCCCCCCOC1CCC(=O)CC1. As a reaction SMILES: [CH3:1][O:2][CH2:3][CH2:4][CH2:5][CH2:6][CH2:7][CH2:8][CH2:9][O:10][CH:11]1[CH2:12][CH2:13][C:14]2([O:15][CH2:18][CH2:17][O:16]2)[CH2:19][CH2:20]1.[ClH:21].[O:22]1[CH2:23][CH2:24][CH2:25][CH2:26]1>>[CH3:1][O:2][CH2:3][CH2:4][CH2:5][CH2:6][CH2:7][CH2:8][CH2:9][O:10][CH:11]1[CH2:12][CH2:13][C:14](=[O:15])[CH2:19][CH2:20]1.